From a dataset of the Open Reaction Database (ORD), a public repository of structured organic reaction records. describe an organic reaction: reactants, conditions, products, and yield Starting materials: CC1=CC=C(S1)C1=NC=2C(=NC=CC2)N1CC(=O)O (2-(5-methyl-2-thienyl)-3H-imidazo[4,5-b]pyridine-3-acetic acid), C(=O)(N1C=NC=C1)N1C=NC=C1 (1,1'-carbonyldiimidazole), N (ammonia). Solvent: O1CCCC1 (tetrahydrofuran). Run at time 2 day. Yields the product CC1=CC=C(S1)C1=NC=2C(=NC=CC2)N1CC(=O)N (2-(5-Methyl-2-thienyl)-3H-imidazo[4,5-b]pyridine-3-acetamide). Isolated yield 56.6%. RXN SMILES: [CH3:1][C:2]1[S:6][C:5]([C:7]2[N:15]([CH2:16][C:17]([OH:19])=O)[C:10]3=[N:11][CH:12]=[CH:13][CH:14]=[C:9]3[N:8]=2)=[CH:4][CH:3]=1.C(N1C=CN=C1)([N:22]1C=CN=C1)=O.N>O1CCCC1>[CH3:1][C:2]1[S:6][C:5]([C:7]2[N:15]([CH2:16][C:17]([NH2:22])=[O:19])[C:10]3=[N:11][CH:12]=[CH:13][CH:14]=[C:9]3[N:8]=2)=[CH:4][CH:3]=1. Procedure details: A mixture of 2-(5-methyl-2-thienyl)-3H-imidazo[4,5-b]pyridine-3-acetic acid (5.0 g, 0.0183 mole) and 1,1'-carbonyldiimidazole (2.97 g, 0.0183 mole) was stirred at room temperature in dry tetrahydrofuran (100 ml) for 2.5 hours with a stream of nitrogen bubbling through it. The reaction mixture was cooled in a dry ice/acetone bath, and liquid ammonia (50 ml) was added. The mixture was allowed to warm to room temperature and was stirred for 2 days under nitrogen atmosphere. The solvents were remove... Starting materials: [OH-].[Na+] (sodium hydroxide), OC1=CC=C2C(CC(OC2=C1C)(C)C)=O (7-hydroxy-2,2,8-trimethyl-4-chromanone), S(=O)(=O)(OC)OC (dimethyl sulfate). Solvent: O (water). Conditions: time 2 hour. Product: COC1=CC=C2C(CC(OC2=C1C)(C)C)=O (7-methoxy-2,2,8-trimethyl-4-chromanone). The yield is 78.0%. Reaction SMILES: [OH-].[Na+].S(OC)(O[CH3:7])(=O)=O.[OH:10][C:11]1[C:20]([CH3:21])=[C:19]2[C:14]([C:15](=[O:24])[CH2:16][C:17]([CH3:23])([CH3:22])[O:18]2)=[CH:13][CH:12]=1>O>[CH3:7][O:10][C:11]1[C:20]([CH3:21])=[C:19]2[C:14]([C:15](=[O:24])[CH2:16][C:17]([CH3:22])([CH3:23])[O:18]2)=[CH:13][CH:12]=1 |f:0.1|. Procedure details: The reaction is carried out under nitrogen. In 50 ml of a 10% sodium hydroxide solution 4.9 g (23.8 millimoles) of 7-hydroxy-2,2,8-trimethyl-4-chromanone are dissolved, 2.6 g (2 ml, 21 millimoles) of dimethyl sulfate are added and the reaction mixture is vigorously stirred for 2 hours. The reaction mixture is diluted with 100 ml of icecold water and extracted three times with 50 ml of carbon tetrachloride each. The organic phase is washed twice with 50 ml of water each, dried over sodium sulfate... Starting materials: CNOC, C[Al+]C, [Cl-], COC(=O)C(Cc1ccc(Cl)cc1)c1cccc(F)c1, ClCCl, Cl. The product is CON(C)C(=O)C(Cc1ccc(Cl)cc1)c1cccc(F)c1. RXN SMILES: [CH3:2][O:3][NH:4][CH3:5].[CH3:7][Al+:8][CH3:9].[Cl-:6].[Cl:10][c:11]1[cH:12][cH:13][c:14]([CH2:17][CH:18]([C:19](=[O:20])[O:21][CH3:22])[c:23]2[cH:24][c:25]([F:29])[cH:26][cH:27][cH:28]2)[cH:15][cH:16]1.[Cl:30][CH2:31][Cl:32].[ClH:1]>>[CH3:2][O:3][N:4]([CH3:5])[C:19]([CH:18]([CH2:17][c:14]1[cH:13][cH:12][c:11]([Cl:10])[cH:16][cH:15]1)[c:23]1[cH:24][c:25]([F:29])[cH:26][cH:27][cH:28]1)=[O:20]. Starting materials: OC(C(CCl)(Cl)Cl)NC(C)=O (N-(1-hydroxy-2,2,3-trichloro-n-propyl)-acetamide), S(=O)(Cl)Cl (thionyl chloride). Yields the product ClC(C(CCl)(Cl)Cl)NC(C)=O (N-(1,2,2,3-tetrachloropropyl)-acetamide). Reaction SMILES: O[CH:2]([NH:8][C:9](=[O:11])[CH3:10])[C:3]([Cl:7])([Cl:6])[CH2:4][Cl:5].S(Cl)([Cl:14])=O>>[Cl:14][CH:2]([NH:8][C:9](=[O:11])[CH3:10])[C:3]([Cl:7])([Cl:6])[CH2:4][Cl:5]. Procedure: 30 ml of thionyl chloride were poured over 15 gm of N-(1-hydroxy-2,2,3-trichloro-n-propyl)-acetamide, and the mixture was refluxed until the solution became clear. Subsequently, the excess thionyl chloride was distilled off in vacuo, and the residue was recrystallized from benzene/petroleum ether. Upon washing of the crystallizate with petroleum ether, a colorless substance was obtained. Yield: 13.5 gm; m.p. 70°-72° C. The reactants are O=S(=O)(Cl)c1ccc(Br)cc1, C1CCNC1, CC#N. The product is O=S(=O)(c1ccc(Br)cc1)N1CCCC1. As a reaction SMILES: [Br:1][c:2]1[cH:3][cH:4][c:5]([S:8](=[O:9])(=[O:10])[Cl:11])[cH:6][cH:7]1.[CH2:12]1[CH2:13][CH2:14][NH:15][CH2:16]1.[CH3:17][C:18]#[N:19]>>[Br:1][c:2]1[cH:3][cH:4][c:5]([S:8](=[O:9])(=[O:10])[N:15]2[CH2:14][CH2:13][CH2:12][CH2:16]2)[cH:6][cH:7]1. The solvent is O1CCCC1 (tetrahydrofuran), CO (methanol), CCOCC (ether). RXN SMILES: [Cl:1][C:2]1[CH:34]=[CH:33][C:5]([CH2:6][N:7]2[C:15]3[C:10](=[CH:11][C:12]([CH:16]([CH3:18])[CH3:17])=[CH:13][CH:14]=3)[C:9]([S:19][C:20]3[CH:25]=[CH:24][CH:23]=[CH:22][CH:21]=3)=[C:8]2[CH:26]([CH3:32])[C:27]([O:29]CC)=[O:28])=[CH:4][CH:3]=1.[Li+].[OH-].Cl>O1CCCC1.CO.CCOCC>[Cl:1][C:2]1[CH:3]=[CH:4][C:5]([CH2:6][N:7]2[C:15]3[C:10](=[CH:11][C:12]([CH:16]([CH3:18])[CH3:17])=[CH:13][CH:14]=3)[C:9]([S:19][C:20]3[CH:25]=[CH:24][CH:23]=[CH:22][CH:21]=3)=[C:8]2[CH:26]([CH3:32])[C:27]([OH:29])=[O:28])=[CH:33][CH:34]=1 |f:1.2|. Product: ClC1=CC=C(CN2C(=C(C3=CC(=CC=C23)C(C)C)SC2=CC=CC=C2)C(C(=O)O)C)C=C1 (1-(p-Chlorobenzyl)-α-methyl-3-phenylthio-5-(i-propyl)-indole-2-acetic acid). Procedure details: To 306 mg of the ethyl ester from Step 1 in 3 mL tetrahydrofuran and 1.5 mL methanol was added 1.5 mL of 2 N LiOH. After 1 h at reflux the mixture was cooled to room temperature, acidified with 1 N HCl and diluted with ether. The ether layer was washed with brine (2×) and dried over MgSO4. Filtration and concentration gave the title compound, mp 181°-181.5°. Starting materials: ClC1=CC=C(CN2C(=C(C3=CC(=CC=C23)C(C)C)SC2=CC=CC=C2)C(C(=O)OCC)C)C=C1 (ethyl 1-(p-chlorobenzyl)-α-methyl-3-phenylthio-5-(i-propyl)-indole-2-acetate), [Li+].[OH-] (LiOH), Cl (HCl). The reactants are O=C([O-])[O-], CN(C)C=O, [K+], [K+], COCCCN1C(=O)CCc2ccc(COC3CN(C(=O)OC(C)(C)C)CCC3c3ccc(O)cc3)cc21, COc1ccccc1CCOCCOS(=O)(=O)c1ccc(C)cc1. The product is COCCCN1C(=O)CCc2ccc(COC3CN(C(=O)OC(C)(C)C)CCC3c3ccc(OCCOCCc4ccccc4OC)cc3)cc21. RXN SMILES: [C:63](=[O:64])([O-:65])[O-:66].[CH3:69][N:70]([CH3:71])[CH:72]=[O:73].[K+:67].[K+:68].[OH:1][c:2]1[cH:3][cH:4][c:5]([CH:8]2[CH:9]([O:21][CH2:22][c:23]3[cH:24][cH:25][c:26]4[c:31]([cH:32]3)[N:30]([CH2:33][CH2:34][CH2:35][O:36][CH3:37])[C:29](=[O:38])[CH2:28][CH2:27]4)[CH2:10][N:11]([C:14](=[O:15])[O:16][C:17]([CH3:18])([CH3:19])[CH3:20])[CH2:12][CH2:13]2)[cH:6][cH:7]1.[c:39]1([CH3:40])[cH:41][cH:42][c:43]([S:44]([O:45][CH2:49][CH2:50][O:51][CH2:52][CH2:53][c:54]2[c:55]([O:60][CH3:61])[cH:56][cH:57][cH:58][cH:59]2)(=[O:46])=[O:47])[cH:48][cH:62]1>>[O:1]([c:2]1[cH:3][cH:4][c:5]([CH:8]2[CH:9]([O:21][CH2:22][c:23]3[cH:24][cH:25][c:26]4[c:31]([cH:32]3)[N:30]([CH2:33][CH2:34][CH2:35][O:36][CH3:37])[C:29](=[O:38])[CH2:28][CH2:27]4)[CH2:10][N:11]([C:14](=[O:15])[O:16][C:17]([CH3:18])([CH3:19])[CH3:20])[CH2:12][CH2:13]2)[cH:6][cH:7]1)[CH2:49][CH2:50][O:51][CH2:52][CH2:53][c:54]1[c:55]([O:60][CH3:61])[cH:56][cH:57][cH:58][cH:59]1. Starting materials: COC(=O)N[C@@H]([C@@H](C)CC)C(=O)O (N-methoxycarbonyl-(L)-iso-leucine), [B-](F)(F)(F)F.CN(C)C(=[N+](C)C)ON1C=CC=CC1=O (TPTU), Cl.N1=C(C=NC=C1)C1=CC=C(C=C1)CN(C[C@@H]([C@H](CC1=CC=CC=C1)NC([C@@H](NOC)C(C=C=O)C)=O)O)N (1-[4-(pyrazin-2-yl)-phenyl]-4(S)-hydroxy-2-amino-5(S)-N-(N-methoxy-carbonyl-(L)-valyl)amino-6-phenyl-2-azahexane hydrochloride), CN1CCOCC1 (NMM). Run in O1CCOCC1 (dioxane), O (water), C(C)(=O)OCC (ethyl acetate), CN(C)C=O (DMF), CN(C)C=O (DMF). Run at time 8 hour. The product is N1=C(C=NC=C1)C1=CC=C(C=C1)CN(C[C@@H]([C@H](CC1=CC=CC=C1)NC([C@@H](NC(=O)OC)C(C)C)=O)O)NC([C@@H](NC(=O)OC)[C@@H](C)CC)=O (1-[4-(Pyrazin-2-yl)-phenyl]-4(S)-hydroxy-2-[N-(N-methoxycarbonyl-(L)-iso-leucyl)amino]-5(S)-[N-(N-methoxycarbonyl-(L)-valyl)amino]-6-Phenyl-2-azahexane). RXN SMILES: [CH3:1][O:2][C:3]([NH:5][C@H:6]([C:11]([OH:13])=O)[C@H:7]([CH2:9][CH3:10])[CH3:8])=[O:4].[B-](F)(F)(F)F.CN(C(ON1[C:32](=[O:33])C=CC=C1)=[N+](C)C)C.Cl.[N:35]1[CH:40]=[CH:39][N:38]=[CH:37][C:36]=1[C:41]1[CH:46]=[CH:45][C:44]([CH2:47][N:48]([NH2:72])[CH2:49][C@H:50]([OH:71])[C@@H:51]([NH:59][C:60](=[O:70])[C@H:61]([CH:65]([CH3:69])[CH:66]=C=O)[NH:62]OC)[CH2:52][C:53]2[CH:58]=[CH:57][CH:56]=[CH:55][CH:54]=2)=[CH:43][CH:42]=1.CN1CC[O:77][CH2:76]C1>CN(C=O)C.C(OCC)(=O)C.O1CCOCC1.O>[N:35]1[CH:40]=[CH:39][N:38]=[CH:37][C:36]=1[C:41]1[CH:42]=[CH:43][C:44]([CH2:47][N:48]([NH:72][C:11](=[O:13])[C@H:6]([C@H:7]([CH2:9][CH3:10])[CH3:8])[NH:5][C:3]([O:2][CH3:1])=[O:4])[CH2:49][C@H:50]([OH:71])[C@@H:51]([NH:59][C:60](=[O:70])[C@H:61]([CH:65]([CH3:69])[CH3:66])[NH:62][C:76]([O:33][CH3:32])=[O:77])[CH2:52][C:53]2[CH:54]=[CH:55][CH:56]=[CH:57][CH:58]=2)=[CH:45][CH:46]=1 |f:1.2,3.4|. Reported procedure: 142 mg (0.75 mmol) of N-methoxycarbonyl-(L)-iso-leucine and 223 mg (0.75 mmol) of TPTU in 3 ml of DMF are stirred at room temperature for 10 min and then a solution of 473 mg (0.75 mmol) of 1-[4-(pyrazin-2-yl)-phenyl]-4(S)-hydroxy-2-amino-5(S)-N-(N-methoxy-carbonyl-(L)-valyl)amino-6-phenyl-2-azahexane hydrochloride (Example 40g) and 0.33 ml of NMM in 3 ml of DMF is added. The mixture is stirred at room temperature overnight. Working up is carried out by the slow, dropwise addition of the reactio... Starting materials: COCCOC, O=Cc1ccc(B(O)O)cc1, OCc1cnc(Cl)c(Cl)c1, [Na+], [Na+], O=C([O-])[O-], O, c1ccc(P(c2ccccc2)(c2ccccc2)[Pd](P(c2ccccc2)(c2ccccc2)c2ccccc2)(P(c2ccccc2)(c2ccccc2)c2ccccc2)P(c2ccccc2)(c2ccccc2)c2ccccc2)cc1. Product: O=Cc1ccc(-c2ncc(CO)cc2Cl)cc1. RXN SMILES: [CH3:28][O:29][CH2:30][CH2:31][O:32][CH3:33].[CH:7](=[O:8])[c:9]1[cH:10][cH:11][c:12]([B:15]([OH:16])[OH:17])[cH:13][cH:14]1.[Cl:18][c:19]1[cH:20][c:21]([CH2:26][OH:27])[cH:22][n:23][c:24]1[Cl:25].[Na+:1].[Na+:2].[O-:3][C:4](=[O:5])[O-:6].[OH2:34].[cH:35]1[cH:36][cH:37][c:38]([P:39]([Pd:40]([P:41]([c:42]2[cH:43][cH:44][cH:45][cH:46][cH:47]2)([c:48]2[cH:49][cH:50][cH:51][cH:52][cH:53]2)[c:54]2[cH:55][cH:56][cH:57][cH:58][cH:59]2)([P:60]([c:61]2[cH:62][cH:63][cH:64][cH:65][cH:66]2)([c:67]2[cH:68][cH:69][cH:70][cH:71][cH:72]2)[c:73]2[cH:74][cH:75][cH:76][cH:77][cH:78]2)[P:79]([c:80]2[cH:81][cH:82][cH:83][cH:84][cH:85]2)([c:86]2[cH:87][cH:88][cH:89][cH:90][cH:91]2)[c:92]2[cH:93][cH:94][cH:95][cH:96][cH:97]2)([c:98]2[cH:99][cH:100][cH:101][cH:102][cH:103]2)[c:104]2[cH:105][cH:106][cH:107][cH:108][cH:109]2)[cH:110][cH:111]1>>[CH:7](=[O:8])[c:9]1[cH:10][cH:11][c:12](-[c:24]2[c:19]([Cl:18])[cH:20][c:21]([CH2:26][OH:27])[cH:22][n:23]2)[cH:13][cH:14]1.